This data is from the Open Reaction Database (ORD), a public repository of structured organic reaction records. The task is: describe an organic reaction: reactants, conditions, products, and yield Starting materials: [O-]S(=O)[O-].[Na+].[Na+] (Na2SO3), C(C)(=O)OO (peracetic acid), C(C)(=O)O (acetic acid), CC=1C=NC=C(C1)C (3,5-dimethylpyridine), C(C)(=O)OO (peracetic acid). Solvent: O (water). Reaction conditions: temperature 50 celsius. Yields the product CC=1C=[N+](C=C(C1)C)[O-] (3,5-Dimethylpyridine N-oxide). Reaction SMILES: C(O)(=[O:3])C.[CH3:5][C:6]1[CH:7]=[N:8][CH:9]=[C:10]([CH3:12])[CH:11]=1.C(OO)(=O)C.[O-]S([O-])=O.[Na+].[Na+]>O>[CH3:5][C:6]1[CH:7]=[N+:8]([O-:3])[CH:9]=[C:10]([CH3:12])[CH:11]=1 |f:3.4.5|. Procedure: 98 ml of glacial acetic acid were added dropwise, at 25° C., to 350 g of 3,5-dimethylpyridine. The mixture was heated to 50° C. and 870.3 g of 40% peracetic acid were metered in such that the temperature could be kept at 50° C. by cooling. About 1 hour after the addition of the peracetic acid had ended, the reaction mixture was cooled to 25° C. and 230 g of Na2SO3 in 1 1 of water were added dropwise, with cooling. After the excess peracetic acid had been destroyed (KI-starch test), 1330 ml of wa... Reactants: O (water), NCC1=CC=C(C=C1)C1=CC2=C(N=CN=C2N[C@H](C)C2=CC=CC=C2)N1 ([6-(4-Aminomethyl-phenyl)-7H-pyrrolo[2,3-d]pyrimidin-4-yl]-((R)-1-phenyl-ethyl)-amine), C1CCOC1 (THF), C1CO1 (ethylene oxide). Reaction conditions: temperature 0 celsius, time 30 minute. Yields the product OCCN(CCO)CC1=CC=C(C=C1)C1=CC2=C(N=CN=C2N[C@H](C)C2=CC=CC=C2)N1 (2-((2-Hydroxy-ethyl)-{4-[4-((R)-1-phenyl-ethylamino)-7H-pyrrolo[2,3-d]pyrimidin-6-yl]-benzyl}-amino)-ethanol). As a reaction SMILES: [NH2:1][CH2:2][C:3]1[CH:8]=[CH:7][C:6]([C:9]2[NH:26][C:12]3[N:13]=[CH:14][N:15]=[C:16]([NH:17][C@@H:18]([C:20]4[CH:25]=[CH:24][CH:23]=[CH:22][CH:21]=4)[CH3:19])[C:11]=3[CH:10]=2)=[CH:5][CH:4]=1.O.[CH2:28]1[O:30][CH2:29]1.C1C[O:34][CH2:33][CH2:32]1>>[OH:34][CH2:33][CH2:32][N:1]([CH2:2][C:3]1[CH:8]=[CH:7][C:6]([C:9]2[NH:26][C:12]3[N:13]=[CH:14][N:15]=[C:16]([NH:17][C@@H:18]([C:20]4[CH:25]=[CH:24][CH:23]=[CH:22][CH:21]=4)[CH3:19])[C:11]=3[CH:10]=2)=[CH:5][CH:4]=1)[CH2:29][CH2:28][OH:30]. Procedure details: [6-(4-Aminomethyl-phenyl)-7H-pyrrolo[2,3-d]pyrimidin-4-yl]-((R)-1-phenyl-ethyl)-amine (step 40.5, 0.5 g, 1.46 mmol) is dissolved in THF (7.5 ml) and water (0.75 ml) and cooled to −10° C. A stream of ethylene oxide is then passed through the solution for about 40 min (amount of ethylene oxide absorbed 5 to 6 g). The flask is sealed and the mixture stirred at 0° C. for 30 min and then at 50° C. for 16 h. The clear yellow solution is cooled and the solvents evaporated. The residue is purified by fl... Starting materials: O(C)C=1C=C(OC2=CC(=NC=N2)NC2=NC(=CC=C2)N)C=CC1 (N2-(6-(3-methoxylphenoxy)pyrimidin-4-yl)pyridine-2,6-diamine), C(C=C)(=O)Cl (acryloyl chloride). Solvent: C1CCOC1.CN1CCCC1=O (THF NMP). Run at time 2 hour. Product: COC=1C=C(OC2=CC(=NC=N2)NC2=CC=CC(=N2)NC(C=C)=O)C=CC1 (N-(6-(6-(3-methoxyphenoxy)pyrimidin-4-ylamino)pyridine-2-yl)acrylamide). As a reaction SMILES: [O:1]([C:3]1[CH:4]=[C:5]([CH:21]=[CH:22][CH:23]=1)[O:6][C:7]1[N:12]=[CH:11][N:10]=[C:9]([NH:13][C:14]2[CH:19]=[CH:18][CH:17]=[C:16]([NH2:20])[N:15]=2)[CH:8]=1)[CH3:2].[C:24](Cl)(=[O:27])[CH:25]=[CH2:26]>C1COCC1.CN1C(=O)CCC1>[CH3:2][O:1][C:3]1[CH:4]=[C:5]([CH:21]=[CH:22][CH:23]=1)[O:6][C:7]1[N:12]=[CH:11][N:10]=[C:9]([NH:13][C:14]2[N:15]=[C:16]([NH:20][C:24](=[O:27])[CH:25]=[CH2:26])[CH:17]=[CH:18][CH:19]=2)[CH:8]=1 |f:2.3|. Procedure details: To a stirred solution of N2-(6-(3-methoxylphenoxy)pyrimidin-4-yl)pyridine-2,6-diamine (100 mg, 0.323 mmol) in THF/NMP (1 mL/0.5 mL) was added acryloyl chloride (0.029 g, 0.3 mmol) under N2 atmosphere at −10° C. The stirring was continued at the same temperature for 2 h and the reaction mixture was concentrated under reduced pressure to give a residue that was further purified by column chromatography (SiO2, 60-120, chloroform/methanol) to give N-(6-(6-(3-methoxyphenoxy)pyrimidin-4-ylamino)pyridi... Reactants: [BH4-].[Na+] (Sodium borohydride), ClC=1C=C(C=CC1Cl)CN1C(=NC2=C1C(CC2)=O)C(C)C (3-[(3,4-dichlorophenyl)methyl]-2-(1-methylethyl)-5,6-dihydrocyclopenta[d]imidazol-4(3H)-one), [BH4-].[Na+] (sodium borohydride). Run in ClCCl (dichloromethane), CO (methanol). Conditions: time 2.5 hour. Yields the product ClC=1C=C(C=CC1Cl)CN1C(=NC2=C1C(CC2)O)C(C)C (3-[(3,4-dichlorophenyl)methyl]-2-(1-methylethyl)-3,4,5,6-tetrahydrocyclopenta[d]imidazol-4-ol). Yield: 99.4%. RXN SMILES: [BH4-].[Na+].[Cl:3][C:4]1[CH:5]=[C:6]([CH2:11][N:12]2[C:16]3[C:17](=[O:20])[CH2:18][CH2:19][C:15]=3[N:14]=[C:13]2[CH:21]([CH3:23])[CH3:22])[CH:7]=[CH:8][C:9]=1[Cl:10]>ClCCl.CO>[Cl:3][C:4]1[CH:5]=[C:6]([CH2:11][N:12]2[C:16]3[CH:17]([OH:20])[CH2:18][CH2:19][C:15]=3[N:14]=[C:13]2[CH:21]([CH3:23])[CH3:22])[CH:7]=[CH:8][C:9]=1[Cl:10] |f:0.1|. Procedure details: Sodium borohydride (155 mg) was added to a stirred solution of Intermediate 21 (660 mg) in dichloromethane (2 mL) and methanol (2 mL). The reaction mixture was stirred for 2.5 hours. More sodium borohydride (155 mg) was added. The RM was left stirring at room temp. under nitrogen for 1 hour. The reaction mixture was partitioned between EtOAc (50 ml) and water (30 ml). The two phases were separated and the aqueous phase was extracted again with EtOAc (30 ml). The phases were separated; the organi... Starting materials: C(#N)C1=CC=C(CN)C=C1 (4-cyanobenzyl amine), COC(CC(C)=O)=O (3-oxo-butyric acid methyl ester), COC(C#C)=O (Propynoic acid methyl ester). Run in CO (MeOH). Yields the product COC(C=CC(C(=O)OC)=C(C)NCC1=CC=C(C=C1)C#N)=O (4-[1-(4-Cyano-benzylamino)-ethylidene]-pent-2-enedioic acid dimethyl ester). Isolated yield 46.9%. Reaction SMILES: [C:1]([C:3]1[CH:10]=[CH:9][C:6]([CH2:7][NH2:8])=[CH:5][CH:4]=1)#[N:2].[CH3:11][O:12][C:13](=[O:18])[CH2:14][C:15](=O)[CH3:16].[CH3:19][O:20][C:21](=[O:24])[C:22]#[CH:23]>CO>[CH3:19][O:20][C:21](=[O:24])[CH:22]=[CH:23][C:14](=[C:15]([NH:2][CH2:1][C:3]1[CH:10]=[CH:9][C:6]([C:7]#[N:8])=[CH:5][CH:4]=1)[CH3:16])[C:13]([O:12][CH3:11])=[O:18]. Procedure: A mixture of 4-cyanobenzyl amine (3 g, 22.7 mmol) and 3-oxo-butyric acid methyl ester (2.94 mL, 27.2 mmol) in MeOH (80 mL) was refluxed for 2 h. Propynoic acid methyl ester (3.03 mL, 34 mmol) was added, and the resulting mixture was refluxed for 48 h. After cooling to r.t., the solvent was evaporated, and the crude residue was recrystallized from MeOH to give 3.35 g of the title compound as a light yellow solid. 1H NMR (CDCl3, 200 MHz): δ=10.97 (br s, 1H), 7.72 (d, 1H, J=15.4 Hz), 7.67 (d, 2H, J... Starting materials: C([O-])(O)=O.[Na+] (sodium bicarbonate), C1(C=CCC=C1)C(=O)O (2,5-cyclohexadiene carboxylic acid), S(O)(O)(=O)=O (sulfuric acid). The reagents and catalysts are ClCCl (dichloromethane). Solvent: CC(C)=C (isobutylene). Yields the product C1(C=CCC=C1)C(=O)OC(C)(C)C (tert-butyl 2,5-cyclohexadienecarboxylate). Reaction SMILES: [CH:1]1([C:7]([OH:9])=[O:8])[CH:6]=[CH:5][CH2:4][CH:3]=[CH:2]1.S(=O)(=O)(O)O.C(=O)(O)[O-].[Na+]>ClCCl.CC(=C)C>[CH:1]1([C:7]([O:9][C:1]([CH3:7])([CH3:6])[CH3:2])=[O:8])[CH:6]=[CH:5][CH2:4][CH:3]=[CH:2]1 |f:2.3|. Procedure: A solution of 16 g of 2,5-cyclohexadiene carboxylic acid in 20 ml of dichloromethane containing 10 drops of sulfuric acid is treated with 40 ml of isobutylene in an autoclave overnight after which the contents were poured into a sodium bicarbonate solution. The organic phase is isolated and passed through alumina to afford tert-butyl 2,5-cyclohexadienecarboxylate.